Dataset: the Open Reaction Database (ORD), a public repository of structured organic reaction records. Task: describe an organic reaction: reactants, conditions, products, and yield Starting materials: CCOC(=O)C(CCc1ccccc1)(CC(=O)c1ccc(Br)cc1)C(=O)OCC, CC(C)=O, CCO, [Na+], [OH-]. The product is CCOC(=O)C(CCc1ccccc1)CC(=O)c1ccc(Br)cc1. RXN SMILES: [Br:1][c:2]1[cH:3][cH:4][c:5]([C:8]([CH2:9][C:10]([C:11](=[O:12])[O:13][CH2:14][CH3:15])([C:16]([O:17][CH2:18][CH3:19])=[O:20])[CH2:21][CH2:22][c:23]2[cH:24][cH:25][cH:26][cH:27][cH:28]2)=[O:29])[cH:6][cH:7]1.[CH3:32][C:33](=[O:34])[CH3:35].[CH3:36][CH2:37][OH:38].[Na+:31].[OH-:30]>>[Br:1][c:2]1[cH:3][cH:4][c:5]([C:8]([CH2:9][CH:10]([C:11](=[O:12])[O:13][CH2:14][CH3:15])[CH2:21][CH2:22][c:23]2[cH:24][cH:25][cH:26][cH:27][cH:28]2)=[O:29])[cH:6][cH:7]1. Starting materials: Cc1ccccc1, CC(O)c1cc(C(F)(F)F)cc(C(F)(F)F)c1, O, BrP(Br)Br. Yields the product CC(Br)c1cc(C(F)(F)F)cc(C(F)(F)F)c1. Reaction SMILES: [CH3:22][c:23]1[cH:24][cH:25][cH:26][cH:27][cH:28]1.[F:1][C:2]([c:3]1[cH:4][c:5]([CH:13]([CH3:14])[OH:15])[cH:6][c:7]([C:9]([F:10])([F:11])[F:12])[cH:8]1)([F:16])[F:17].[OH2:29].[P:18]([Br:19])([Br:20])[Br:21]>>[F:1][C:2]([c:3]1[cH:4][c:5]([CH:13]([CH3:14])[Br:19])[cH:6][c:7]([C:9]([F:10])([F:11])[F:12])[cH:8]1)([F:16])[F:17].